This data is from the Open Reaction Database (ORD), a public repository of structured organic reaction records. The task is: describe an organic reaction: reactants, conditions, products, and yield Reactants: Cl.CN1CCC(CC1)C(=O)O (1-methyl-piperidine-4-carboxylic acid hydrochloride), Cl.CN(CCCN=C=NCC)C (1-[3-(dimethylamino)propyl]-3-ethylcarbodiimide hydrochloride), CC1=NC(=CC(=C1)C)C (2,4,6-trimethylpyridine), ON1N=NC2=C1N=CC=C2 (1-hydroxy-7-azabenzotriazole), NC(C(=O)NC1CC(CCC1)N1C(C=2C(C=3C(=CC=CC13)Cl)=NOC2C)=O)C2=CC=CC=C2 (2-Amino-N-[3-(9-chloro-3-methyl-4-oxo-5H-isoxazolo[4,3-c]quinolin-5-yl)cyclohexyl]-2-phenylacetamide). Solvent: CN(C=O)C (dimethylformamide), C(C)(=O)OCC (ethyl acetate), O (water), C(=O)(O)[O-].[Na+] (NaHCO3). Run at time 8 hour. Yields the product ClC=1C=2C=3C(C(N(C2C=CC1)C1CC(CCC1)NC(=O)C(C1=CC=CC=C1)NC(=O)C1CCN(CC1)C)=O)=C(ON3)C (1-methyl-piperidine-4-carboxylic Acid {[3-(9-chloro-3-methyl-4-oxo-5H-isoxazolo[4,3-c]quinolin-5-yl)-cyclohexylcarbamoyl]-phenyl-methyl }-amide). The yield is 74.0%. Reaction SMILES: [NH2:1][CH:2]([C:28]1[CH:33]=[CH:32][CH:31]=[CH:30][CH:29]=1)[C:3]([NH:5][CH:6]1[CH2:11][CH2:10][CH2:9][CH:8]([N:12]2[C:21]3[CH:20]=[CH:19][CH:18]=[C:17]([Cl:22])[C:16]=3[C:15]3=[N:23][O:24][C:25]([CH3:26])=[C:14]3[C:13]2=[O:27])[CH2:7]1)=[O:4].Cl.[CH3:35][N:36]1[CH2:41][CH2:40][CH:39]([C:42](O)=[O:43])[CH2:38][CH2:37]1.Cl.CN(C)CCCN=C=NCC.CC1C=C(C)C=C(C)N=1.ON1C2N=CC=CC=2N=N1>CN(C)C=O.C(OCC)(=O)C.O.C([O-])(O)=O.[Na+]>[Cl:22][C:17]1[C:16]2[C:15]3[C:14](=[C:25]([CH3:26])[O:24][N:23]=3)[C:13](=[O:27])[N:12]([CH:8]3[CH2:9][CH2:10][CH2:11][CH:6]([NH:5][C:3]([CH:2]([NH:1][C:42]([CH:39]4[CH2:40][CH2:41][N:36]([CH3:35])[CH2:37][CH2:38]4)=[O:43])[C:28]4[CH:29]=[CH:30][CH:31]=[CH:32][CH:33]=4)=[O:4])[CH2:7]3)[C:21]=2[CH:20]=[CH:19][CH:18]=1 |f:1.2,3.4,10.11|. Procedure details: A product from Example 638 (50 mg; 0.108 mmol) was dissolved in anhydrous dimethylformamide (10 mL) under a nitrogen atmosphere, mixed with 1-methyl-piperidine-4-carboxylic acid hydrochloride (58.0 mg; 0.323 mmol; 3 equiv), 1-[3-(dimethylamino)propyl]-3-ethylcarbodiimide hydrochloride (61.8 mg; 0.323 mmol; 3 equiv), 2,4,6-trimethylpyridine (86 μL; 0.645 mmol; 6 equiv), and 1-hydroxy-7-azabenzotriazole (43.9 mg; 0.323 mmol; 3 equiv), and stirred overnight at room temperature. The reaction solutio... The reactants are (meth)acrylic acid esters, C(C)OC(C=C)=O (2-propenoic acid ethyl ester), COC(C=C)=O (2-propenoic acid methyl ester), C(CCC)OC(C=C)=O (2-propenoic acid n-butyl ester). Product: C(C=C)(=O)OCC(CC)(C)C (2-Propenoic acid, 2,2-dimethylbutyl ester). Reaction SMILES: [CH3:1][O:2][C:3](=[O:6])[CH:4]=[CH2:5].[CH2:7](OC(=O)C=C)[CH2:8][CH2:9][CH3:10].[CH2:16](OC(=O)C=C)C>>[C:3]([O:2][CH2:1][C:9]([CH3:10])([CH3:16])[CH2:8][CH3:7])(=[O:6])[CH:4]=[CH2:5]. Reported procedure: Especially suited (meth)acrylic acid esters are 2-propenoic acid methyl ester, 2-propenoic acid n-butyl ester and 2-propenoic acid ethyl ester.